From a dataset of the Open Reaction Database (ORD), a public repository of structured organic reaction records. describe an organic reaction: reactants, conditions, products, and yield Reaction SMILES: [C:15](=[O:16])([O-:17])[O-:18].[Cl:3][c:4]1[n:5][s:6][n:7][c:8]1-[c:9]1[cH:10][n:11][cH:12][cH:13][cH:14]1.[I:21][CH2:22][CH2:23][CH3:24].[K+:19].[K+:20].[Na:2].[O:25]=[CH:26][N:27]([CH3:28])[CH3:29].[OH2:30].[SH2:1]>>[S:1]([c:4]1[n:5][s:6][n:7][c:8]1-[c:9]1[cH:10][n:11][cH:12][cH:13][cH:14]1)[CH2:22][CH2:23][CH3:24]. The product is CCCSc1nsnc1-c1cccnc1. The reactants are O=C([O-])[O-], Clc1nsnc1-c1cccnc1, CCCI, [K+], [K+], [Na], CN(C)C=O, O, S. The reactants are [Li]CCCC (BuLi), C(#C)C=1OC=CC1 (2-Ethynylfuran), COC=1C=C(C=O)C=C(C1OC)OC (3,4,5-trimethoxybenzaldehyde). Solvent: C1CCOC1 (THF). Run at temperature -78 celsius, time 10 minute. Product: O1C(=CC=C1)C#CC(=O)C1=CC(=C(C(=C1)OC)OC)OC (3-(2-Furyl)-1-(3,4,5-trimethoxyphenyl)prop-2-yn-1-one). As a reaction SMILES: [C:1]([C:3]1[O:4][CH:5]=[CH:6][CH:7]=1)#[CH:2].[Li]CCCC.[CH3:13][O:14][C:15]1[CH:16]=[C:17]([CH:20]=[C:21]([O:25][CH3:26])[C:22]=1[O:23][CH3:24])[CH:18]=[O:19]>C1COCC1>[O:4]1[CH:5]=[CH:6][CH:7]=[C:3]1[C:1]#[C:2][C:18]([C:17]1[CH:20]=[C:21]([O:25][CH3:26])[C:22]([O:23][CH3:24])=[C:15]([O:14][CH3:13])[CH:16]=1)=[O:19]. Procedure details: 2-Ethynylfuran (200 mg, 2.17 mmol) was dissolved in dry THF (10 ml) and cooled to −78° C. under N2 atmosphere. BuLi (1.2 ml, 2.4 mmol) was added slowly and stirred at −78° C. for 10 min and then 3,4,5-trimethoxybenzaldehyde (500 mg, 2.6 mmol) was added and reaction mixture was stirred for 1 h at −78° C. and then reaction temp raised to room temp. The reaction was quenched by addition of aqueous NH4Cl solution and extracted with EtOAc. The colorless oil was dissolved in dichloromethane and excess... Run in C(C)(=O)OCC (Ethyl acetate), O (water). Reported procedure: 36 mg (0.15 mmol) of 3-fluoro-4-(1H-pyrrolo[2,3-b]pyridin-4-yloxy)aniline (from example XIX) and 38.5 mg (0.15 mmol) of 4-chloro-6-(4-fluorophenyl)pyrimidine-2-amine (from example LIX) are suspended in 1.5 ml of water, and 0.1 ml of 2 molar hydrochloric acid is added. The mixture is heated under reflux overnight. Ethyl acetate and a few drops of dimethylformamide are then added. The mixture is made alkaline using saturated sodium carbonate solution, the organic phase is separated off and the sol... Reaction SMILES: [F:1][C:2]1[CH:3]=[C:4]([CH:6]=[CH:7][C:8]=1[O:9][C:10]1[CH:15]=[CH:14][N:13]=[C:12]2[NH:16][CH:17]=[CH:18][C:11]=12)[NH2:5].Cl[C:20]1[CH:25]=[C:24]([C:26]2[CH:31]=[CH:30][C:29]([F:32])=[CH:28][CH:27]=2)[N:23]=[C:22]([NH2:33])[N:21]=1.Cl.C(=O)([O-])[O-].[Na+].[Na+]>O.CN(C)C=O.C(OCC)(=O)C>[F:32][C:29]1[CH:28]=[CH:27][C:26]([C:24]2[N:23]=[C:22]([NH2:33])[N:21]=[C:20]([NH:5][C:4]3[CH:6]=[CH:7][C:8]([O:9][C:10]4[CH:15]=[CH:14][N:13]=[C:12]5[NH:16][CH:17]=[CH:18][C:11]=45)=[C:2]([F:1])[CH:3]=3)[CH:25]=2)=[CH:31][CH:30]=1 |f:3.4.5|. Starting materials: FC=1C=C(N)C=CC1OC1=C2C(=NC=C1)NC=C2 (3-Fluoro-4-(1H-pyrrolo[2,3-b]pyridin-4-yloxy)aniline), C([O-])([O-])=O.[Na+].[Na+] (sodium carbonate), ClC1=NC(=NC(=C1)C1=CC=C(C=C1)F)N (4-chloro-6-(4-fluorophenyl)pyrimidine-2-amine), Cl (hydrochloric acid). The reagents and catalysts are CN(C=O)C (dimethylformamide). Yields the product FC1=CC=C(C=C1)C1=CC(=NC(=N1)N)NC1=CC(=C(C=C1)OC1=C2C(=NC=C1)NC=C2)F (6-(4-Fluorophenyl)-N4-[3-fluoro-4-(1H-pyrrolo[2,3-b]pyridin-4-yloxy)phenyl]-pyrimidine-2,4-diamine). The reactants are [N+](=[N-])=C (diazomethane), C(C=C)C1C(C=CC(C(OC(C2CCCCN2C(C(C2(C(CC(C(C(CC(CC(=C1)C)C)OC)O2)OC)C)O)=O)=O)=O)C(=CC2CC(C(CC2)O)OC)C)C)=O (17-Allyl-1-hydroxy-12-[2-(4-hydroxy-3-methoxycyclohexyl)-1-methylvinyl]-23,25-dimethoxy-13,19,21,27-tetramethyl-11,28-dioxa-4-azatricyclo[22.3.1.04,9 ]octacosa-14,18-diene-2,3,10,16-tetraone), C([O-])([O-])=O.[Na+].[Na+] (Sodium carbonate). The reagents and catalysts are B(F)(F)F.CCOCC (boron trifluoride diethyl etherate). The solvent is C(C)OCC (diethyl ether), ClCCl (dichloromethane). Run at time 30 minute. The product is C(C=C)C1C(C=CC(C(OC(C2CCCCN2C(C(C2(C(CC(C(C(CC(CC(=C1)C)C)OC)O2)OC)C)O)=O)=O)=O)C(=CC2CC1C(CC2)O1)C)C)=O (17-Allyl-1-hydroxy-12-[2-(3,4-epoxycyclohexyl)-1-methylvinyl]-23,25-dimethoxy-13,19,21,27-tetramethyl-11,28-dioxa-4-azatricyclo[22.3.1.04,9 ]octacosa-14,18-diene-2,3,10,16-tetraone). Yield: 5.7%. RXN SMILES: [CH2:1]([CH:4]1[CH:30]=[C:29]([CH3:31])[CH2:28][CH:27]([CH3:32])[CH2:26][CH:25]([O:33][CH3:34])[CH:24]2[O:35][C:20]([OH:39])([CH:21]([CH3:38])[CH2:22][CH:23]2[O:36][CH3:37])[C:19](=[O:40])[C:18](=[O:41])[N:17]2[CH:12]([CH2:13][CH2:14][CH2:15][CH2:16]2)[C:11](=[O:42])[O:10][CH:9]([C:43]([CH3:54])=[CH:44][CH:45]2[CH2:50][CH2:49][CH:48]([OH:51])[CH:47](OC)[CH2:46]2)[CH:8]([CH3:55])[CH:7]=[CH:6][C:5]1=[O:56])[CH:2]=[CH2:3].[N+](=C)=[N-].C(=O)([O-])[O-].[Na+].[Na+]>ClCCl.B(F)(F)F.CCOCC.C(OCC)C>[CH2:1]([CH:4]1[CH:30]=[C:29]([CH3:31])[CH2:28][CH:27]([CH3:32])[CH2:26][CH:25]([O:33][CH3:34])[CH:24]2[O:35][C:20]([OH:39])([CH:21]([CH3:38])[CH2:22][CH:23]2[O:36][CH3:37])[C:19](=[O:40])[C:18](=[O:41])[N:17]2[CH:12]([CH2:13][CH2:14][CH2:15][CH2:16]2)[C:11](=[O:42])[O:10][CH:9]([C:43]([CH3:54])=[CH:44][CH:45]2[CH2:50][CH2:49][CH:48]3[O:51][CH:47]3[CH2:46]2)[CH:8]([CH3:55])[CH:7]=[CH:6][C:5]1=[O:56])[CH:2]=[CH2:3] |f:2.3.4,6.7|. Reported procedure: To a solution of the title compound of Example 14 (823 mg, 1.05 mmole) in dry dichloromethane (50 ml) was added boron trifluoride diethyl etherate (1 drop) followed by portionwise addition of a dried solution of diazomethane in diethyl ether until no starting material remained. Sodium carbonate was then added, and the resulting mixture stirred for 30 minutes at room temperature. The reaction mixture was then filtered, concentrated in vacuo, and chromatographed on silica eluting with 40°-60° petr... Starting materials: C[Si](C)(C)Cl, CC#N, [I-], COc1cc(I)cc(S(C)(=O)=O)c1, [Na+], O. Yields the product CS(=O)(=O)c1cc(O)cc(I)c1. Reaction SMILES: [CH3:16][Si:17]([Cl:18])([CH3:19])[CH3:20].[CH3:21][C:22]#[N:23].[I-:15].[I:1][c:2]1[cH:3][c:4]([S:10](=[O:11])(=[O:12])[CH3:13])[cH:5][c:6]([O:8][CH3:9])[cH:7]1.[Na+:14].[OH2:24]>>[I:1][c:2]1[cH:3][c:4]([S:10](=[O:11])(=[O:12])[CH3:13])[cH:5][c:6]([OH:8])[cH:7]1.